This data is from the Open Reaction Database (ORD), a public repository of structured organic reaction records. The task is: describe an organic reaction: reactants, conditions, products, and yield Reactants: FC(C1=CC=C2C(=CNC2=C1)CC(=O)N)(F)F (6-trifluoromethyl-1H-indol-3-yl-acetamide), CC(C)([O-])C.[K+] (potassium tert-butoxide), C1CCOC1 (THF), COC(C(=O)C=1C=C(C=C2C=CN(C12)C)C)=O ((1,5-dimethyl-1H-indol-7-yl)-oxo-acetic acid methyl ester). Solvent: CN(C)C=O (DMF). Run at temperature 55 celsius, time 30 minute. Yields the product CN1C=CC2=CC(=CC(=C12)C=1C(NC(C1C1=CNC2=CC(=CC=C12)C(F)(F)F)=O)=O)C (3-(1,5-dimethyl-1H-indol-7-yl)-4-(6-trifluoromethyl-1H-indol-3-yl)-pyrrole-2,5-dione). The yield is 60.2%. RXN SMILES: CO[C:3](=[O:17])[C:4]([C:6]1[CH:7]=[C:8]([CH3:16])[CH:9]=[C:10]2[C:14]=1[N:13]([CH3:15])[CH:12]=[CH:11]2)=O.[F:18][C:19]([F:34])([F:33])[C:20]1[CH:28]=[C:27]2[C:23]([C:24]([CH2:29][C:30]([NH2:32])=[O:31])=[CH:25][NH:26]2)=[CH:22][CH:21]=1.CC(C)([O-])C.[K+].C1COCC1>CN(C=O)C>[CH3:15][N:13]1[C:14]2[C:10](=[CH:9][C:8]([CH3:16])=[CH:7][C:6]=2[C:4]2[C:3](=[O:17])[NH:32][C:30](=[O:31])[C:29]=2[C:24]2[C:23]3[C:27](=[CH:28][C:20]([C:19]([F:18])([F:33])[F:34])=[CH:21][CH:22]=3)[NH:26][CH:25]=2)[CH:11]=[CH:12]1 |f:2.3|. Procedure: To a mixture of (1,5-dimethyl-1H-indol-7-yl)-oxo-acetic acid methyl ester (0.40 g, 1.73 mmol) and 2-(6-trifluoromethyl-1H-indol-3-yl-acetamide (0.38 g, 1.57 mmol) in DMF (10 mL) was added absolution of potassium tert-butoxide in THF (1.0 M, 6.3 mL, 6.3 mmol) at room temperature. The reaction mixture was heated at 55° C. for 19 h, cooled to room temperature, and quenched with hydrochloric acid (1.0 N). After stirring at room temperature for 30 min, the mixture was extracted with ethyl acetate and... Starting materials: Brc1cccnc1, [Li]CCCC, C[Sn](C)(C)Cl, CCCCCC, [Cl-], [NH4+], c1ccccc1. Yields the product C[Sn](C)(C)c1cccnc1. Reaction SMILES: [Br:1][c:2]1[cH:3][n:4][cH:5][cH:6][cH:7]1.[CH2:8]([Li:9])[CH2:10][CH2:11][CH3:12].[CH3:13][Sn:14]([CH3:15])([CH3:16])[Cl:17].[CH3:20][CH2:21][CH2:22][CH2:23][CH2:24][CH3:25].[Cl-:18].[NH4+:19].[cH:26]1[cH:27][cH:28][cH:29][cH:30][cH:31]1>>[c:2]1([Sn:14]([CH3:13])([CH3:15])[CH3:16])[cH:3][n:4][cH:5][cH:6][cH:7]1. Reactants: ClC=1C=CC(=C(C(=O)\N=C\2/SC3=C(N2CC(C)C)CCOC3(C)C)C1)OC ((Z)-5-chloro-N-(1-isobutyl-4,4-dimethyl-6,7-dihydro-1H-pyrano[4,3-d]thiazol-2(4H)-ylidene)-2-methoxybenzamide), COC=1C=CC(=CC1)P2(=S)SP(=S)(S2)C=3C=CC(=CC3)OC (Lawesson's Reagent). Run in C1(=CC=CC=C1)C (toluene). Conditions: temperature 80 celsius, time 2 hour. Product: ClC=1C=CC(=C(C(\N=C\2/SC3=C(N2CC(C)C)CCOC3(C)C)=S)C1)OC ((Z)-5-chloro-N-(1-isobutyl-4,4-dimethyl-6,7-dihydro-1H-pyrano[4,3-d]thiazol-2(4H)-ylidene)-2-methoxybenzothioamide). Yield: 69.4%. Reaction SMILES: [Cl:1][C:2]1[CH:3]=[CH:4][C:5]([O:26][CH3:27])=[C:6]([CH:25]=1)[C:7](/[N:9]=[C:10]1\[S:11][C:12]2[C:22]([CH3:24])([CH3:23])[O:21][CH2:20][CH2:19][C:13]=2[N:14]\1[CH2:15][CH:16]([CH3:18])[CH3:17])=O.COC1C=CC(P2(SP(C3C=CC(OC)=CC=3)(=S)S2)=[S:37])=CC=1>C1(C)C=CC=CC=1>[Cl:1][C:2]1[CH:3]=[CH:4][C:5]([O:26][CH3:27])=[C:6]([CH:25]=1)[C:7](=[S:37])/[N:9]=[C:10]1\[S:11][C:12]2[C:22]([CH3:24])([CH3:23])[O:21][CH2:20][CH2:19][C:13]=2[N:14]\1[CH2:15][CH:16]([CH3:18])[CH3:17]. Procedure details: To a solution of Example 89G (0.25 g, 0.61 mmol) in toluene (10 mL) was added Lawesson's Reagent (0.25 g, 0.61 mmol, Aldrich) and stirred at 80° C. for 2 hr. The reaction mixture was then cooled and concentrated. The residue was purified by column chromatography using an Analogix® Intelliflash280 ™ (SiO2, 0-50% ethyl acetate in hexanes) to afford 0.18 g (70%) of the title compound. MS (ESI+) m/z 425 (M+H)+ Reactants: C(C)(C)(C)OC(=O)N1CCC(=CC1)C1=CC=C(C=C1)NC(=O)N1CCC(CC1)C1=NC=NC2=CC(=C(C=C12)OC)OC (4-(4-{[4-(6,7-Dimethoxy-quinazolin-4-yl)-piperidine-1-carbonyl]-amino}-phenyl)-3,6-dihydro-2H-pyridine-1-carboxylic acid tert-butyl ester). The solvent is C(=O)(C(F)(F)F)O.C(Cl)Cl (TFA DCM). Run at time 4 hour. Product: N1CCC(=CC1)C1=CC=C(C=C1)NC(=O)N1CCC(CC1)C1=NC=NC2=CC(=C(C=C12)OC)OC (4-(6,7-Dimethoxy-quinazolin-4-yl)-piperidine-1-carboxylic acid [4-(1,2,3,6-tetrahydro-pyridin-4-yl)-phenyl]-amide). The yield is 99.4%. As a reaction SMILES: C(OC([N:8]1[CH2:13][CH:12]=[C:11]([C:14]2[CH:19]=[CH:18][C:17]([NH:20][C:21]([N:23]3[CH2:28][CH2:27][CH:26]([C:29]4[C:38]5[C:33](=[CH:34][C:35]([O:41][CH3:42])=[C:36]([O:39][CH3:40])[CH:37]=5)[N:32]=[CH:31][N:30]=4)[CH2:25][CH2:24]3)=[O:22])=[CH:16][CH:15]=2)[CH2:10][CH2:9]1)=O)(C)(C)C>C(O)(C(F)(F)F)=O.C(Cl)Cl>[NH:8]1[CH2:9][CH:10]=[C:11]([C:14]2[CH:15]=[CH:16][C:17]([NH:20][C:21]([N:23]3[CH2:24][CH2:25][CH:26]([C:29]4[C:38]5[C:33](=[CH:34][C:35]([O:41][CH3:42])=[C:36]([O:39][CH3:40])[CH:37]=5)[N:32]=[CH:31][N:30]=4)[CH2:27][CH2:28]3)=[O:22])=[CH:18][CH:19]=2)[CH2:12][CH2:13]1 |f:1.2|. Procedure: 4-(4-{[4-(6,7-Dimethoxy-quinazolin-4-yl)-piperidine-1-carbonyl]-amino}-phenyl)-3,6-dihydro-2H-pyridine-1-carboxylic acid tert-butyl ester (10 mg, 0.017 mmol), as prepared in Example 61, was dissolved in 50% TFA/DCM (5 mL). The solution was stirred at room temperature for 4 h. It was evaporated and the residue was quenched with 2N ammonium in MeOH (6 mL). The solvent was removed and the residue was washed with water, dried in vacuo to afford the title compound as a white solid (8 mg, 100%). 1H NM... Reactants: C(C)(C)(C)[Si](OCCN1CCN(CC1)CC1=CC=C(C=C1)N)(C)C (4-{4-[2-(tert-butyl-dimethyl-silanyloxy)-ethyl]-piperazin-1-ylmethyl}-phenylamine), C1CC(=O)N(C1=O)Br (NBS). Run in CC#N (CH3CN), CC#N (CH3CN). Reaction conditions: temperature 0 celsius. The product is BrC1=C(C=CC(=C1)CN1CCN(CC1)CCO[Si](C)(C)C(C)(C)C)N (2-Bromo-4-{4-[2-(tert-butyl-dimethyl-silanyloxy)-ethyl]-piperazin-1-ylmethyl}-phenylamine). The yield is 32.0%. Reaction SMILES: [C:1]([Si:5]([CH3:24])([CH3:23])[O:6][CH2:7][CH2:8][N:9]1[CH2:14][CH2:13][N:12]([CH2:15][C:16]2[CH:21]=[CH:20][C:19]([NH2:22])=[CH:18][CH:17]=2)[CH2:11][CH2:10]1)([CH3:4])([CH3:3])[CH3:2].C1C(=O)N([Br:32])C(=O)C1>CC#N>[Br:32][C:18]1[CH:17]=[C:16]([CH2:15][N:12]2[CH2:11][CH2:10][N:9]([CH2:8][CH2:7][O:6][Si:5]([C:1]([CH3:4])([CH3:3])[CH3:2])([CH3:24])[CH3:23])[CH2:14][CH2:13]2)[CH:21]=[CH:20][C:19]=1[NH2:22]. Procedure details: A solution of 4-{4-[2-(tert-butyl-dimethyl-silanyloxy)-ethyl]-piperazin-1-ylmethyl}-phenylamine (as prepared in the previous step, 204 mg, 0.582 mmol) in CH3CN (6 mL) was cooled to 0° C. and treated dropwise with NBS as a solution in CH3CN (6 mL). The solvents were evaporated in vacuo. The residue was taken up in EtOAc and washed with satd aq NaHCO3. The organic layer was dried over MgSO4 and concentrated in vacuo. Purification of the residue on a 20-g Isolute SPE column on a FlashMaster system ... The reactants are C(OCC)(OCC)OCC (triethyl orthoformate), C(CCCCCCCCCCC)N (n-dodecylamine), CC1=NOC(C1)=O (3-methylisoxazol-5(4H)-one). Conditions: temperature 60 celsius. Yields the product C(CCCCCCCCCCC)NC=C1C(=NOC1=O)C (4-(N-n-Dodecylaminomethylidene)-3-methylisoxazol-5(4H)-one). Yield: 29.0%. As a reaction SMILES: [CH:1](OCC)(OCC)OCC.[CH2:11]([NH2:23])[CH2:12][CH2:13][CH2:14][CH2:15][CH2:16][CH2:17][CH2:18][CH2:19][CH2:20][CH2:21][CH3:22].[CH3:24][C:25]1[CH2:29][C:28](=[O:30])[O:27][N:26]=1>>[CH2:11]([NH:23][CH:1]=[C:29]1[C:28](=[O:30])[O:27][N:26]=[C:25]1[CH3:24])[CH2:12][CH2:13][CH2:14][CH2:15][CH2:16][CH2:17][CH2:18][CH2:19][CH2:20][CH2:21][CH3:22]. Reported procedure: 3 g of triethyl orthoformate are added to 3.7 g of n-dodecylamine and 2 g of 3-methylisoxazol-5(4H)-one and the reaction mixture is heated at 60° C. for 20 hours. Thereupon, it is filtered over silica gel in hexane/ether/CH2Cl2 =1:1:3 and the desired product obtained is recrystallized in hexane. Yield 29%, m.p. 57° C., UV (EtOH): 311 nm (ε=18530). The reactants are N#CC(Cc1ccncc1)N=C(c1ccccc1)c1ccccc1, CCO, Cl, O. Yields the product N#CC(N)Cc1ccncc1. RXN SMILES: [C:3]([c:4]1[cH:5][cH:6][cH:7][cH:8][cH:9]1)([c:10]1[cH:11][cH:12][cH:13][cH:14][cH:15]1)=[N:16][CH:17]([C:18]#[N:19])[CH2:20][c:21]1[cH:22][cH:23][n:24][cH:25][cH:26]1.[CH3:27][CH2:28][OH:29].[ClH:2].[OH2:1]>>[NH2:16][CH:17]([C:18]#[N:19])[CH2:20][c:21]1[cH:22][cH:23][n:24][cH:25][cH:26]1.